From a dataset of the Open Reaction Database (ORD), a public repository of structured organic reaction records. describe an organic reaction: reactants, conditions, products, and yield The reactants are C(C)(C)(C)OC(=O)N1CCN(CC1)C=1C=2N(C(=CN1)C=1SC=CC1)C=C(N2)C(=O)OCC (ethyl 8-(4-(tert-butoxycarbonyl)piperazin-1-yl)-5-(thiophen-2-yl)imidazo[1,2-a]pyrazine-2-carboxylate), [Li+].[OH-] (LiOH), O (water). The solvent is C1CCOC1 (THF). Run at temperature 25 celsius, time 16 hour. The product is C(C)(C)(C)OC(=O)N1CCN(CC1)C=1C=2N(C(=CN1)C=1SC=CC1)C=C(N2)C(=O)O (8-(4-(tert-Butoxycarbonyl)piperazin-1-yl)-5-(thiophen-2-yl)imidazo[1,2-a]pyrazine-2-carboxylic acid). The yield is 75.8%. RXN SMILES: [C:1]([O:5][C:6]([N:8]1[CH2:13][CH2:12][N:11]([C:14]2[C:15]3[N:16]([CH:25]=[C:26]([C:28]([O:30]CC)=[O:29])[N:27]=3)[C:17]([C:20]3[S:21][CH:22]=[CH:23][CH:24]=3)=[CH:18][N:19]=2)[CH2:10][CH2:9]1)=[O:7])([CH3:4])([CH3:3])[CH3:2].[Li+].[OH-].O>C1COCC1>[C:1]([O:5][C:6]([N:8]1[CH2:13][CH2:12][N:11]([C:14]2[C:15]3[N:16]([CH:25]=[C:26]([C:28]([OH:30])=[O:29])[N:27]=3)[C:17]([C:20]3[S:21][CH:22]=[CH:23][CH:24]=3)=[CH:18][N:19]=2)[CH2:10][CH2:9]1)=[O:7])([CH3:4])([CH3:2])[CH3:3] |f:1.2|. Procedure details: A 100 mL round bottom flask was charged with ethyl 8-(4-(tert-butoxycarbonyl)piperazin-1-yl)-5-(thiophen-2-yl)imidazo[1,2-a]pyrazine-2-carboxylate (prepared as described in Example 61 steps 1-5, 0.80 g, 1.75 mmol), LiOH (0.22 g, 5.25 mmol), water (2 mL) and THF (30 mL). The mixture was stirred at 25° C. for 16 h. Reaction progress was monitored by LC-MS. Work-up: the solvent was evaporated. The residue was acidified with 2 N HCl. The precipitate was collected by filtration and dried, to afford 0... Reactants: O=C([O-])[O-], CCI, CCOC(C)=O, [Cs+], [Cs+], CS(=O)(=O)c1cc(I)c[nH]1, CN(C)C=O. Yields the product CCn1cc(I)cc1S(C)(=O)=O. As a reaction SMILES: [C:11](=[O:12])([O-:13])[O-:14].[CH2:17]([CH3:18])[I:19].[CH3:25][CH2:26][O:27][C:28]([CH3:29])=[O:30].[Cs+:15].[Cs+:16].[I:1][c:2]1[cH:3][c:4]([S:7](=[O:8])(=[O:9])[CH3:10])[nH:5][cH:6]1.[O:20]=[CH:21][N:22]([CH3:23])[CH3:24]>>[I:1][c:2]1[cH:3][c:4]([S:7](=[O:8])(=[O:9])[CH3:10])[n:5]([CH2:17][CH3:18])[cH:6]1.